This data is from the Open Reaction Database (ORD), a public repository of structured organic reaction records. The task is: describe an organic reaction: reactants, conditions, products, and yield Starting materials: C[O-], CO, COc1ccc2nc(Cl)cc(CCNC(C)=O)c2c1, [Na+], O. Product: COc1ccc2nc(OC)cc(CCNC(C)=O)c2c1. RXN SMILES: [CH3:20][O-:21].[CH3:24][OH:25].[Cl:1][c:2]1[n:3][c:4]2[cH:5][cH:6][c:7]([O:18][CH3:19])[cH:8][c:9]2[c:10]([CH2:12][CH2:13][NH:14][C:15]([CH3:16])=[O:17])[cH:11]1.[Na+:22].[OH2:23]>>[c:2]1([O:21][CH3:20])[n:3][c:4]2[cH:5][cH:6][c:7]([O:18][CH3:19])[cH:8][c:9]2[c:10]([CH2:12][CH2:13][NH:14][C:15]([CH3:16])=[O:17])[cH:11]1.